This data is from the Open Reaction Database (ORD), a public repository of structured organic reaction records. The task is: describe an organic reaction: reactants, conditions, products, and yield Procedure: Following general procedure F, {6-Bromo-4-[6-(pyrrolidin-1-ylmethyl)pyridin-3-ylamino]quinolin-3-yl}(cyclopropyl)methanone (45 mg, 0.100 mmol) was reacted with 2,6-dichloro-4-(4,4,5,5-tetramethyl-1,3,2-dioxaborolan-2-yl)phenol (43 mg, 0.150 mmol) to afford the desired product (34 mg, 64%) as a yellow solid: 1H NMR (500 MHz, CD3OD+TFA-d) δ 9.40 (s, 1H), 8.72 (d, J=2.5 Hz, 1H), 8.30 (dd, J=8.8, 2.0 Hz, 1H), 8.16-8.06 (m, 2H), 7.96 (dd, J=8.3, 2.5 Hz, 1H), 7.65 (d, J=8.3 Hz, 1H), 7.46 (s, 2H), 4.65... As a reaction SMILES: Br[C:2]1[CH:3]=[C:4]2[C:9](=[CH:10][CH:11]=1)[N:8]=[CH:7][C:6]([C:12]([CH:14]1[CH2:16][CH2:15]1)=[O:13])=[C:5]2[NH:17][C:18]1[CH:19]=[N:20][C:21]([CH2:24][N:25]2[CH2:29][CH2:28][CH2:27][CH2:26]2)=[CH:22][CH:23]=1.[Cl:30][C:31]1[CH:36]=[C:35](B2OC(C)(C)C(C)(C)O2)[CH:34]=[C:33]([Cl:46])[C:32]=1[OH:47]>>[CH:14]1([C:12]([C:6]2[CH:7]=[N:8][C:9]3[C:4]([C:5]=2[NH:17][C:18]2[CH:19]=[N:20][C:21]([CH2:24][N:25]4[CH2:26][CH2:27][CH2:28][CH2:29]4)=[CH:22][CH:23]=2)=[CH:3][C:2]([C:35]2[CH:36]=[C:31]([Cl:30])[C:32]([OH:47])=[C:33]([Cl:46])[CH:34]=2)=[CH:11][CH:10]=3)=[O:13])[CH2:16][CH2:15]1. Reactants: BrC=1C=C2C(=C(C=NC2=CC1)C(=O)C1CC1)NC=1C=NC(=CC1)CN1CCCC1 ({6-Bromo-4-[6-(pyrrolidin-1-ylmethyl)pyridin-3-ylamino]quinolin-3-yl}(cyclopropyl)methanone), ClC1=C(C(=CC(=C1)B1OC(C(O1)(C)C)(C)C)Cl)O (2,6-dichloro-4-(4,4,5,5-tetramethyl-1,3,2-dioxaborolan-2-yl)phenol). Product: C1(CC1)C(=O)C=1C=NC2=CC=C(C=C2C1NC=1C=NC(=CC1)CN1CCCC1)C1=CC(=C(C(=C1)Cl)O)Cl (Cyclopropyl{6-(3,5-dichloro-4-hydroxyphenyl)-4-[6-(pyrrolidin-1-ylmethyl)pyridin-3-ylamino]quinolin-3-yl}methanone). The yield is 63.7%.